Dataset: the Open Reaction Database (ORD), a public repository of structured organic reaction records. Task: describe an organic reaction: reactants, conditions, products, and yield The reactants are FC(C=1C=C(C=C(C1)C(F)(F)F)C1=CC=C(C=C1)/C(=C/CO)/C)(F)F ((E)-3-(3′,5′-bis-trifluoromethyl-biphenyl-4-yl)-but-2-en-1-ol), C(C)O[C@H](C(=O)OCC)CC1=CC=C(C=C1)O ((S)-ethyl 2-ethoxy-3-(4-hydroxyphenyl)-propionate). Product: FC(C=1C=C(C=C(C1)C(F)(F)F)C1=CC=C(C=C1)/C(=C/COC1=CC=C(C=C1)C[C@@H](C(=O)OCC)OCC)/C)(F)F ((E)-(S)-Ethyl 3-{4-[3-(3′,5′-Bis-trifluoromethyl-biphenyl-4-yl)-but-2-enyloxy]-phenyl}-2-ethoxy-propionate). Yield: 81.3%. As a reaction SMILES: [F:1][C:2]([F:25])([F:24])[C:3]1[CH:4]=[C:5]([C:13]2[CH:18]=[CH:17][C:16](/[C:19](/[CH3:23])=[CH:20]/[CH2:21][OH:22])=[CH:15][CH:14]=2)[CH:6]=[C:7]([C:9]([F:12])([F:11])[F:10])[CH:8]=1.[CH2:26]([O:28][C@@H:29]([CH2:35][C:36]1[CH:41]=[CH:40][C:39](O)=[CH:38][CH:37]=1)[C:30]([O:32][CH2:33][CH3:34])=[O:31])[CH3:27]>>[F:1][C:2]([F:24])([F:25])[C:3]1[CH:4]=[C:5]([C:13]2[CH:14]=[CH:15][C:16](/[C:19](/[CH3:23])=[CH:20]/[CH2:21][O:22][C:39]3[CH:38]=[CH:37][C:36]([CH2:35][C@H:29]([O:28][CH2:26][CH3:27])[C:30]([O:32][CH2:33][CH3:34])=[O:31])=[CH:41][CH:40]=3)=[CH:17][CH:18]=2)[CH:6]=[C:7]([C:9]([F:12])([F:11])[F:10])[CH:8]=1. Procedure: The title compound (656 mg, 81%) was prepared as a colourless oil from (E)-3-(3′,5′-bis-trifluoromethyl-biphenyl-4-yl)-but-2-en-1-ol (500 mg, 1.39 mmol) and (S)-ethyl 2-ethoxy-3-(4-hydroxyphenyl)-propionate (348 mg, 1.46 mmol) by a procedure analogous to that described in example 52c. Yields the product CCn1cc(C2(c3cccc(-c4cccnc4F)c3)N=C(N)N(C)C2=O)cc1CO. RXN SMILES: [BH4-:31].[CH2:33]1[O:34][CH2:35][CH2:36][CH2:37]1.[CH3:38][OH:39].[NH2:1][C:2]1=[N:6][C:5]([c:7]2[cH:8][c:9](-[c:13]3[c:14]([F:19])[n:15][cH:16][cH:17][cH:18]3)[cH:10][cH:11][cH:12]2)([c:20]2[cH:21][c:22]([CH:27]=[O:28])[n:23]([CH2:25][CH3:26])[cH:24]2)[C:4](=[O:29])[N:3]1[CH3:30].[Na+:32]>>[NH2:1][C:2]1=[N:6][C:5]([c:7]2[cH:8][c:9](-[c:13]3[c:14]([F:19])[n:15][cH:16][cH:17][cH:18]3)[cH:10][cH:11][cH:12]2)([c:20]2[cH:21][c:22]([CH2:27][OH:28])[n:23]([CH2:25][CH3:26])[cH:24]2)[C:4](=[O:29])[N:3]1[CH3:30]. Reactants: [BH4-], C1CCOC1, CO, CCn1cc(C2(c3cccc(-c4cccnc4F)c3)N=C(N)N(C)C2=O)cc1C=O, [Na+]. The reactants are example 5 ( 1 ), NCC(C(=O)OC)C1(OCCO1)C (methyl 3-amino-2-(2-methyl-[1,3]dioxolan-2-yl)propionate), OC1=C2C(C(=O)OC2=O)=CC=C1 (3-hydroxyphthalic anhydride). Product: OC1=C2C(N(C(C2=CC=C1)=O)CC(C(=O)OC)C1(OCCO1)C)=O (Methyl 3-(4-hydroxy-1,3-dioxo-1,3-dihydro-isoindol-2-yl)-2-(2-methyl-[1,3]dioxolan-2-yl)propionate). Reaction SMILES: [NH2:1][CH2:2][CH:3]([C:8]1([CH3:13])[O:12][CH2:11][CH2:10][O:9]1)[C:4]([O:6][CH3:7])=[O:5].[OH:14][C:15]1[CH:25]=[CH:24][CH:23]=[C:17]2[C:18]([O:20][C:21](=O)[C:16]=12)=[O:19]>>[OH:14][C:15]1[CH:25]=[CH:24][CH:23]=[C:17]2[C:16]=1[C:21](=[O:20])[N:1]([CH2:2][CH:3]([C:8]1([CH3:13])[O:9][CH2:10][CH2:11][O:12]1)[C:4]([O:6][CH3:7])=[O:5])[C:18]2=[O:19]. Reported procedure: Methyl 3-(4-hydroxy-1,3-dioxo-1,3-dihydro-isoindol-2-yl)-2-(2-methyl-[1,3]dioxolan-2-yl)propionate was prepared (0.84 g, 45%) in the same manner as described in the above example 5 (1) from methyl 3-amino-2-(2-methyl-[1,3]dioxolan-2-yl)propionate (1.00 g, 5.54 mmol) and 3-hydroxyphthalic anhydride (1.00 g, 6.09 mmol), and the obtained product was identified with the following NMR data. RXN SMILES: [OH:1][C:2]1[CH:13]=[CH:12][C:5]([O:6][C@H:7]([CH3:11])[C:8]([OH:10])=[O:9])=[CH:4][CH:3]=1.[K].C(=O)([O-])[O-].[K+].[K+].C(=O)=O.[Cl:24][C:25]1[CH:26]=[C:27]([F:32])[C:28](F)=[N:29][CH:30]=1.S(O[CH2:38][C:39]#[CH:40])(=O)(=O)C>C(#N)C.[Br-].C([N+](CCCC)(CCCC)CCCC)CCC.C1(C)C=CC=CC=1>[C:38]([O:9][C:8](=[O:10])[C@H:7]([O:6][C:5]1[CH:4]=[CH:3][C:2]([O:1][C:28]2[C:27]([F:32])=[CH:26][C:25]([Cl:24])=[CH:30][N:29]=2)=[CH:13][CH:12]=1)[CH3:11])#[C:39][CH3:40] |f:2.3.4,9.10,^1:13|. Reagents/catalysts: [Br-].C(CCC)[N+](CCCC)(CCCC)CCCC (tetrabutyl ammonium bromide). Starting materials: S(C)(=O)(=O)OCC#C (propargyl mesylate), OC1=CC=C(O[C@@H](C(=O)O)C)C=C1 ((R)-2-(p-hydroxyphenoxy)-propionic acid), C(=O)=O (CO2), C([O-])([O-])=O.[K+].[K+] (potassium carbonate), [K] (potassium), C([O-])([O-])=O.[K+].[K+] (potassium carbonate), ClC=1C=C(C(=NC1)F)F (5-chloro-2,3-difluoropyridine). Yields the product C(#CC)OC([C@@H](C)OC1=CC=C(C=C1)OC1=NC=C(C=C1F)Cl)=O ((R)(+)-2-[4-(5-chloro-3-fluoropyridin-2-yloxy)-phenoxy]-propionic acid propinyl ester). Reported procedure: 182 g of (R)-2-(p-hydroxyphenoxy)-propionic acid 100% (1 mol) in 1500 g of acetonitrile are converted into the corresponding potassium salt by adding 69 g of potassium carbonate powder (0.5 mols) at 70°C. whilst cleaving the CO2. Then, 193 g of potassium carbonate powder (1.4 mols) and 2 g of tetrabutyl ammonium bromide as the phase transfer catalyst are added to the reaction mixture, and at a temperature of 70 to 75° C., 165 g of 5-chloro-2,3-difluoropyridine (1.1 mols) are added over the cours... Conditions: time 8 hour. Run in C1(=CC=CC=C1)C (toluene), C(C)#N (acetonitrile). The reactants are C(C)(=O)OCC (ethyl acetate), CN(/C=C/C(=O)C=1C(=NN2C1C=CC=C2N2CCCC2)C2=CC=C(C=C2)OC)C ((2E)-3-(dimethylamino)-1-[2-(4-methoxyphenyl)-7-(1-pyrrolidinyl)pyrazolo[1,5-a]pyridin-3-yl]-2-propen-1-one), S(=O)(=O)(O)O.NC(=N)N (guanidine sulfate), C([O-])([O-])=O.[K+].[K+] (potassium carbonate). Run in O (water), CN(C=O)C (dimethylformamide). Product: COC1=CC=C(C=C1)C1=NN2C(C=CC=C2N2CCCC2)=C1C1=NC(=NC=C1)N (4-[2-(4-methoxyphenyl)-7-(1-pyrrolidinyl)pyrazolo[1,5-a]pyridin-3-yl]-2-pyrimidinamine). Isolated yield 89.0%. As a reaction SMILES: CN(C)/[CH:3]=[CH:4]/[C:5]([C:7]1[C:8]([C:21]2[CH:26]=[CH:25][C:24]([O:27][CH3:28])=[CH:23][CH:22]=2)=[N:9][N:10]2[C:15]([N:16]3[CH2:20][CH2:19][CH2:18][CH2:17]3)=[CH:14][CH:13]=[CH:12][C:11]=12)=O.S(O)(O)(=O)=O.[NH2:35][C:36]([NH2:38])=[NH:37].C(=O)([O-])[O-].[K+].[K+].C(OCC)(=O)C>CN(C)C=O.O>[CH3:28][O:27][C:24]1[CH:23]=[CH:22][C:21]([C:8]2[C:7]([C:5]3[CH:4]=[CH:3][N:35]=[C:36]([NH2:38])[N:37]=3)=[C:11]3[CH:12]=[CH:13][CH:14]=[C:15]([N:16]4[CH2:20][CH2:19][CH2:18][CH2:17]4)[N:10]3[N:9]=2)=[CH:26][CH:25]=1 |f:1.2,3.4.5|. Procedure: To a solution of (2E)-3-(dimethylamino)-1-[2-(4-methoxyphenyl)-7-(1-pyrrolidinyl)pyrazolo[1,5-a]pyridin-3-yl]-2-propen-1-one (500 mg, 1.28 mmol) in dimethylformamide (10 mL) was added guanidine sulfate (277 mg, 1.28 mmol), followed by potassium carbonate (195 mg, 1.41 mmol). The resulting solution was heated at reflux for 6 hours. After cooling to room temperature, ethyl acetate and water were added. The phases were separated and aqueous phase extracted with additional ethyl acetate. The combine... Reactants: [N-]=[N+]=CC(=O)c1ccc2cc(Br)ccc2c1, Br, CCOC(C)=O, [Na+], O=C([O-])O. Product: O=C(CBr)c1ccc2cc(Br)ccc2c1. RXN SMILES: [Br:1][c:2]1[cH:3][c:4]2[cH:5][cH:6][c:7]([C:12]([CH:13]=[N+:14]=[N-:15])=[O:16])[cH:8][c:9]2[cH:10][cH:11]1.[BrH:17].[CH3:23][CH2:24][O:25][C:26](=[O:27])[CH3:28].[Na+:22].[O-:18][C:19]([OH:20])=[O:21]>>[Br:1][c:2]1[cH:3][c:4]2[cH:5][cH:6][c:7]([C:12]([CH2:13][Br:17])=[O:16])[cH:8][c:9]2[cH:10][cH:11]1. The reactants are IC=1C=C(CC2=NN=C(O2)C2=CC=C(C#N)C=C2)C=CC1 (4-[5-(3-iodo-benzyl)-[1,3,4]oxadiazol-2-yl]-benzonitrile), C1CCC2=NCCCN2CC1 (DBU), O1CCCC1.CO (tetrahydrofuran MeOH). Reagents/catalysts: C(C)(=O)[O-].[Pd+2].C(C)(=O)[O-] (palladium acetate). Conditions: temperature 100 celsius. The product is COC(C1=CC(=CC=C1)CC=1OC(=NN1)C1=CC=C(C=C1)C#N)=O (3-[5-(4-cyano-phenyl)-[1,3,4]oxadiazol-2-ylmethyl]-benzoic acid methyl ester). The yield is 48.0%. As a reaction SMILES: I[C:2]1[CH:3]=[C:4]([CH:19]=[CH:20][CH:21]=1)[CH2:5][C:6]1[O:10][C:9]([C:11]2[CH:18]=[CH:17][C:14]([C:15]#[N:16])=[CH:13][CH:12]=2)=[N:8][N:7]=1.C1CCN2C(=NCCC2)CC1.[O:33]1[CH2:37]CC[CH2:34]1.C[OH:39]>C([O-])(=O)C.[Pd+2].C([O-])(=O)C>[CH3:34][O:33][C:37](=[O:39])[C:2]1[CH:21]=[CH:20][CH:19]=[C:4]([CH2:5][C:6]2[O:10][C:9]([C:11]3[CH:18]=[CH:17][C:14]([C:15]#[N:16])=[CH:13][CH:12]=3)=[N:8][N:7]=2)[CH:3]=1 |f:2.3,4.5.6|. Procedure details: Add molybedinum hexacarbonyl (0.07 g, 0.26 mmol) to 4-[5-(3-iodo-benzyl)-[1,3,4]oxadiazol-2-yl]-benzonitrile (0.10 g (0.26 mmol) in 2 mL of a 1:1 mixture of tetrahydrofuran MeOH in a microwave pressure tube. Add DBU (0.11 mL, 0.74 mmol) causing the solution to darken. Add palladium acetate (0.006 g, 0.030 mmol) to the mixture, seal the tube and heat at 100° C. in a microwave reactor for 10 minutes. Cool the mixture to room temperature and purify by flash silica gel chromatography to give 0.04 g ...